From a dataset of the Open Reaction Database (ORD), a public repository of structured organic reaction records. describe an organic reaction: reactants, conditions, products, and yield The reactants are BrCc1ccccc1, O=C1OC(CCO)C(O)=C1OCc1ccccc1, C1CCOC1. The product is O=C1OC(CCO)C(OCc2ccccc2)=C1OCc1ccccc1. As a reaction SMILES: [CH2:19]([c:20]1[cH:21][cH:22][cH:23][cH:24][cH:25]1)[Br:26].[CH2:1]([c:2]1[cH:3][cH:4][cH:5][cH:6][cH:7]1)[O:8][C:9]1=[C:13]([OH:14])[CH:12]([CH2:15][CH2:16][OH:17])[O:11][C:10]1=[O:18].[CH2:27]1[O:28][CH2:29][CH2:30][CH2:31]1>>[CH2:1]([c:2]1[cH:3][cH:4][cH:5][cH:6][cH:7]1)[O:8][C:9]1=[C:13]([O:14][CH2:19][c:20]2[cH:21][cH:22][cH:23][cH:24][cH:25]2)[CH:12]([CH2:15][CH2:16][OH:17])[O:11][C:10]1=[O:18]. RXN SMILES: [Br:1][C:2]1[CH:7]=[CH:6][C:5]([C:8](=[O:18])[CH2:9][S:10][C:11]2[CH:16]=[CH:15][C:14]([Br:17])=[CH:13][CH:12]=2)=[CH:4][CH:3]=1.[I:19][C:20]1[CH:27]=[CH:26][C:23]([CH:24]=O)=[CH:22][CH:21]=1>>[Br:1][C:2]1[CH:3]=[CH:4][C:5]([C:8](=[O:18])/[C:9](/[S:10][C:11]2[CH:16]=[CH:15][C:14]([Br:17])=[CH:13][CH:12]=2)=[CH:24]\[C:23]2[CH:26]=[CH:27][C:20]([I:19])=[CH:21][CH:22]=2)=[CH:6][CH:7]=1. The product is BrC1=CC=C(C=C1)C(/C(=C\C1=CC=C(C=C1)I)/SC1=CC=C(C=C1)Br)=O ((E)-1-(4-bromophenyl)-2-(4-bromophenylthio)-3-(4-Iodophenyl)-prop-2-en-1-one). Procedure: The title compound is prepared by the methods described in Synthesis Example 1. A solution of 1-(4-bromophenyl)-2-(4-bromophenylthio)ethanone (10 mmol) and 4-iodobenzaldehyde (10 mmol) was subjected to the procedure described as Method B in part C of Synthesis Example 1 and the product obtained was purified by column chromatography. m.p. 128-130° C. Reactants: BrC1=CC=C(C=C1)C(CSC1=CC=C(C=C1)Br)=O (1-(4-bromophenyl)-2-(4-bromophenylthio)ethanone), IC1=CC=C(C=O)C=C1 (4-iodobenzaldehyde). The reactants are COc1ccc(CC(N)C(=O)N2CCCC2C(=O)OCc2ccccc2)cc1, O=C(OC(Cl)(Cl)Cl)OC(Cl)(Cl)Cl, ClCCl, Cl, [Na+], O=C([O-])O. Yields the product COc1ccc(CC(N=C=O)C(=O)N2CCCC2C(=O)OCc2ccccc2)cc1. Reaction SMILES: [CH2:2]([c:3]1[cH:4][cH:5][cH:6][cH:7][cH:8]1)[O:9][C:10](=[O:11])[CH:12]1[N:13]([C:17]([CH:18]([CH2:19][c:20]2[cH:21][cH:22][c:23]([O:26][CH3:27])[cH:24][cH:25]2)[NH2:28])=[O:29])[CH2:14][CH2:15][CH2:16]1.[Cl:35][C:36]([Cl:37])([O:38][C:39](=[O:40])[O:41][C:42]([Cl:43])([Cl:44])[Cl:45])[Cl:46].[Cl:47][CH2:48][Cl:49].[ClH:1].[Na+:34].[O-:30][C:31]([OH:32])=[O:33]>>[CH2:2]([c:3]1[cH:4][cH:5][cH:6][cH:7][cH:8]1)[O:9][C:10](=[O:11])[CH:12]1[N:13]([C:17]([CH:18]([CH2:19][c:20]2[cH:21][cH:22][c:23]([O:26][CH3:27])[cH:24][cH:25]2)[N:28]=[C:31]=[O:30])=[O:29])[CH2:14][CH2:15][CH2:16]1. The reactants are BrC1=C(C=CC=C1)[C@@H]1NC(N[C@@H]1C1=C(C=CC=C1)Br)=S (cis-4,5-bis-(2-Bromophenyl)imidazolidine-2-thione), CI (methyl iodide). Solvent: CCO (EtOH). Product: I.BrC1=C(C=CC=C1)[C@@H]1N=C(N[C@@H]1C1=C(C=CC=C1)Br)SC (cis-4,5-bis-(2-Bromophenyl)-2-methylthio-4,5-dihydro-1H-imidazole hydroiodide). Yield: 67.7%. Reaction SMILES: [Br:1][C:2]1[CH:7]=[CH:6][CH:5]=[CH:4][C:3]=1[C@H:8]1[C@@H:12]([C:13]2[CH:18]=[CH:17][CH:16]=[CH:15][C:14]=2[Br:19])[NH:11][C:10](=[S:20])[NH:9]1.[CH3:21][I:22]>CCO>[IH:22].[Br:19][C:14]1[CH:15]=[CH:16][CH:17]=[CH:18][C:13]=1[C@H:12]1[C@@H:8]([C:3]2[CH:4]=[CH:5][CH:6]=[CH:7][C:2]=2[Br:1])[NH:9][C:10]([S:20][CH3:21])=[N:11]1 |f:3.4|. Procedure: A solution of cis-4,5-bis-(2-bromophenyl)imidazolidine-2-thione (35) (0.51 g, 1.36 mmol) and methyl iodide (0.178 mL, 2.1 mmol) in abs. EtOH (20 mL) is heated at 90° C. overnight. The reaction mixture is cooled to rt, concentrated in vacuo, and the residue suspended in Et2O. The insoluble material is filtered to give 0.51 g of the product 52. Run in O=P(Cl)(Cl)Cl (POCl3). Yield: 37.7%. As a reaction SMILES: [CH3:1][O:2][C:3]([C:5]1[C:14]2[C:9](=[CH:10][CH:11]=[CH:12][CH:13]=2)[C:8]([CH2:15][NH:16][C:17](=O)[C:18]2[CH:23]=[CH:22][CH:21]=[CH:20][CH:19]=2)=[N:7][CH:6]=1)=[O:4]>O=P(Cl)(Cl)Cl>[C:18]1([C:17]2[N:7]3[CH:6]=[C:5]([C:3]([O:2][CH3:1])=[O:4])[C:14]4[C:9]([C:8]3=[CH:15][N:16]=2)=[CH:10][CH:11]=[CH:12][CH:13]=4)[CH:23]=[CH:22][CH:21]=[CH:20][CH:19]=1. Reported procedure: A mixture of the product from part 7 (1.97 g) in 10 ml of POCl3 is stirred at 105° C. for two hours, then cooled and concentrated under vacuum. The residue is treated with EtOAc and washed with saturated aqueous NaHCO3 solution and water. The organic solution is dried over Na2SO4, filtered and then concentrated to afford a solid. Recrystallization from 2-propanol yields the title compound as a yellow solid (0.7 g). The product is C1(=CC=CC=C1)C1=NC=C2N1C=C(C1=CC=CC=C21)C(=O)OC (Methyl 3-Phenylimidazo[5,1-a]isoquinolin-6-carboxylate). Starting materials: COC(=O)C1=CN=C(C2=CC=CC=C12)CNC(C1=CC=CC=C1)=O (N-[(4-Methoxycarbonylisoquinolin-1-yl)methyl]benzamide). Conditions: temperature 105 celsius, time 2 hour. The reactants are CO, COC(=NC#N)C1CC1, N#CN. Yields the product N#CN=C(NC#N)C1CC1. RXN SMILES: [CH3:13][OH:14].[CH3:4][O:5][C:6](=[N:7][C:8]#[N:9])[CH:10]1[CH2:11][CH2:12]1.[NH2:1][C:2]#[N:3]>>[NH:1]([C:2]#[N:3])[C:6](=[N:7][C:8]#[N:9])[CH:10]1[CH2:11][CH2:12]1.